From a dataset of the Open Reaction Database (ORD), a public repository of structured organic reaction records. describe an organic reaction: reactants, conditions, products, and yield Starting materials: C(C)(C)N(CCC(C1=CC=CC=C1)C#N)C(C)C (N,N-Diisopropyl-3-cyano-3-phenylpropanamine), [OH-].[Na+] (NaOH). Run in OS(=O)(=O)O (H2SO4). Run at temperature 100 celsius, time 30 minute. The product is C(C)(C)N(CCC(C1=CC=CC=C1)C(N)=O)C(C)C (N,N-Diisopropyl-3-carbamoyl-3-phenylpropanamine). RXN SMILES: [CH:1]([N:4]([CH:16]([CH3:18])[CH3:17])[CH2:5][CH2:6][CH:7]([C:14]#[N:15])[C:8]1[CH:13]=[CH:12][CH:11]=[CH:10][CH:9]=1)([CH3:3])[CH3:2].[OH-:19].[Na+]>OS(O)(=O)=O>[CH:16]([N:4]([CH:1]([CH3:3])[CH3:2])[CH2:5][CH2:6][CH:7]([C:14](=[O:19])[NH2:15])[C:8]1[CH:9]=[CH:10][CH:11]=[CH:12][CH:13]=1)([CH3:18])[CH3:17] |f:1.2|. Procedure details: N,N-Diisopropyl-3-cyano-3-phenylpropanamine (11.6 g, 47.5 mmol) was mixed with H2SO4 (90%, 100 mL) and the mixture was stirred at 100° C. for 30 min. The reaction mixture was poured on ice, made alkaline (11 M NaOH) and extracted twice with diethyl ether. The combined organic phases were dried (Na2SO4) and the solvent evaporated, affording the title compound as a colourless oil, 12.4 g (100%); 1H NMR (CDCl3) δ1.26 (m, 12H), 2.14 (m, 1H), 2.60 (m, 1H), 2.73 (t, 2H), 3.31 (m, 2H), 3.86 (t, 1H), 6.... Reactants: C(#N)C=1C=2N(C=CC1)C=C(N2)C2=CC=C(C(=O)O)C=C2 (4-(8-cyanoimidazo[1,2-a]pyridin-2-yl)benzoic acid), NCCC(=O)OCC (ethyl 3-aminopropionate), OC1=CC=CC=2NN=NC21 (hydroxybenzotriazole), CN1CCOCC1 (N-methylmorpholine), CN(CCCN=C=NCC)C (N-(3-dimethylaminopropyl)-N'-ethylcarbodiimide). Solvent: CN(C)C=O (DMF), O (water). Yields the product C(#N)C=1C=2N(C=CC1)C=C(N2)C2=CC=C(C(=O)NCCC(=O)OC)C=C2 (Methyl 3-[4-(8-cyanoimidazo[1,2-a]pyridin-2-yl)benzamido]propionate). RXN SMILES: [C:1]([C:3]1[C:4]2[N:5]([CH:9]=[C:10]([C:12]3[CH:20]=[CH:19][C:15]([C:16]([OH:18])=O)=[CH:14][CH:13]=3)[N:11]=2)[CH:6]=[CH:7][CH:8]=1)#[N:2].[NH2:21][CH2:22][CH2:23][C:24]([O:26][CH2:27]C)=[O:25].OC1C2N=NNC=2C=CC=1.CN1CCOCC1.CN(C)CCCN=C=NCC>CN(C=O)C.O>[C:1]([C:3]1[C:4]2[N:5]([CH:9]=[C:10]([C:12]3[CH:13]=[CH:14][C:15]([C:16]([NH:21][CH2:22][CH2:23][C:24]([O:26][CH3:27])=[O:25])=[O:18])=[CH:19][CH:20]=3)[N:11]=2)[CH:6]=[CH:7][CH:8]=1)#[N:2]. Procedure: 4.0 g Of 4-(8-cyanoimidazo[1,2-a]pyridin-2-yl)benzoic acid and 2.14 g of ethyl 3-aminopropionate in 40 ml of DMF are stirred in the presence of 2.28 g of hydroxybenzotriazole, 3.0 g of N-methylmorpholine and 2.9 g of N-(3-dimethylaminopropyl)-N'-ethylcarbodiimide at room temperature for 4 h. After addition of 400 ml of water, the precipitate is filtered off with suction and washed successively with dilute bicarbonate solution and water. Methyl 3-[4-(8-cyanoimidazo[1,2-a]pyridin-2-yl)benzamido]pr... The reactants are C(C)OC([C@H](CC1=CC=C(C=C1)OCCCOC1=CC=C(C=C1)O)OC)=O ((2S)-3-{4-[3-(4-hydroxy-phenoxy)-propoxy]-phenyl}-2-methoxy-propionic acid ethyl ester), C(C)OC(COS(=O)(=O)C)=O (methane-sulfonyloxy-acetic acid ethyl ester). The product is C(=O)(OC)C1=CC=C(OCCCOC2=CC=C(C=C2)C[C@@H](C(=O)O)OC)C=C1 ((2S)-3-{4-[3-(4-Carbomethoxy-phenoxy)-propoxy]-phenyl}-2-methoxy-propionic acid). RXN SMILES: C([O:3][C:4](=[O:27])[C@@H:5]([O:25][CH3:26])[CH2:6][C:7]1[CH:12]=[CH:11][C:10]([O:13][CH2:14][CH2:15][CH2:16][O:17][C:18]2[CH:23]=[CH:22][C:21](O)=[CH:20][CH:19]=2)=[CH:9][CH:8]=1)C.[CH2:28]([O:30][C:31](=[O:38])COS(C)(=O)=O)C>>[C:31]([C:21]1[CH:20]=[CH:19][C:18]([O:17][CH2:16][CH2:15][CH2:14][O:13][C:10]2[CH:9]=[CH:8][C:7]([CH2:6][C@H:5]([O:25][CH3:26])[C:4]([OH:3])=[O:27])=[CH:12][CH:11]=2)=[CH:23][CH:22]=1)([O:30][CH3:28])=[O:38]. Procedure: The title compound was prepared from (2S)-3-{4-[3-(4-hydroxy-phenoxy)-propoxy]-phenyl}-2-methoxy-propionic acid ethyl ester (Example 263, Step B) and methane-sulfonyloxy-acetic acid ethyl ester (Step A) by following the procedure described for Example 264. 1H-NMR (MeOD, 200.15 MHz): δ 7.13 (d, 2H, J=8.6), 6.86–6.81 (m, 6H), 4.57 (s, 2H), 4.15–4.06 (m, 4H), 3.91 (dd, 1H, J=7.8, 4.8), 3.31 (s, 3H), 2.99 (dd, 1H, J=14.2, 4.6), 2.85 (dd, 1H, J=14.2, 7.5), 2.17 (qn, 2H, J=6.2). Reactants: NCCOCCOCCOCCNS(=O)(=O)C1=CC(=CC=C1)C1CN(CC2=C(C=C(C=C12)Cl)Cl)C (N-(2-(2-(2-(2-aminoethoxy)ethoxy)ethoxy)ethyl)-3-(6,8-dichloro-2-methyl-1,2,3,4-tetrahydroisoquinolin-4-yl)benzenesulfonamide), C(CCC(=O)[O-])(=O)ON1C(CCC1=O)=O ((2,5-dioxopyrrolidin-1-yl) succinate). Conditions: time 19 minute. The product is ClC=1C=C2C(CN(CC2=C(C1)Cl)C)C=1C=C(C=CC1)S(=O)(=O)NCCOCCOCCOCCNC(CCC(=O)NCCOCCOCCOCCNS(=O)(=O)C1=CC(=CC=C1)C1CN(CC2=C(C=C(C=C12)Cl)Cl)C)=O (N1,N4-bis(2-(2-(2-(2-(3-(6,8-dichloro-2-methyl-1,2,3,4-tetrahydroisoquinolin-4-yl)phenylsulfonamido)ethoxy)ethoxy)ethoxy)ethyl)succinamide). Reaction SMILES: [NH2:1][CH2:2][CH2:3][O:4][CH2:5][CH2:6][O:7][CH2:8][CH2:9][O:10][CH2:11][CH2:12][NH:13][S:14]([C:17]1[CH:22]=[CH:21][CH:20]=[C:19]([CH:23]2[C:32]3[C:27](=[C:28]([Cl:34])[CH:29]=[C:30]([Cl:33])[CH:31]=3)[CH2:26][N:25]([CH3:35])[CH2:24]2)[CH:18]=1)(=[O:16])=[O:15].C(O[N:44]1[C:48](=[O:49])[CH2:47][CH2:46][C:45]1=[O:50])(=O)CCC([O-])=O>>[Cl:33][C:30]1[CH:31]=[C:32]2[C:27](=[C:28]([Cl:34])[CH:29]=1)[CH2:26][N:25]([CH3:35])[CH2:24][CH:23]2[C:19]1[CH:18]=[C:17]([S:14]([NH:13][CH2:12][CH2:11][O:10][CH2:9][CH2:8][O:7][CH2:6][CH2:5][O:4][CH2:3][CH2:2][NH:1][C:45](=[O:50])[CH2:46][CH2:47][C:48]([NH:44][CH2:2][CH2:3][O:4][CH2:5][CH2:6][O:7][CH2:8][CH2:9][O:10][CH2:11][CH2:12][NH:13][S:14]([C:17]2[CH:22]=[CH:21][CH:20]=[C:19]([CH:23]3[C:32]4[C:27](=[C:28]([Cl:34])[CH:29]=[C:30]([Cl:33])[CH:31]=4)[CH2:26][N:25]([CH3:35])[CH2:24]3)[CH:18]=2)(=[O:16])=[O:15])=[O:49])(=[O:16])=[O:15])[CH:22]=[CH:21][CH:20]=1. Procedure details: Compound 181 was prepared from compound 28 and (2,5-dioxopyrrolidin-1-yl) succinate following the procedure outlined in example 175. The crude product (200 mg) was purified by Flash-Prep-HPLC with the following conditions: Column, C18 silica gel; mobile phase, CH3CN/H2O/CF3COOH=0.05/100/0.05 increasing to CH3CN/H2O/CF3COOH=90/100/0.05 within 19 min; Detector, UV 254 nm. This resulted in 201 mg (78%) of a TFA salt of N1,N4-bis(2-(2-(2-(2-(3-(6,8-dichloro-2-methyl-1,2,3,4-tetrahydroisoquinolin-4-y... Reactants: CC(C)(C)C(=O)OCI, CCOC(C)=O, [H-], [Na+], CN(C)C=O, O, CC(C)C(O)(c1ccc2cc(O)ccc2c1)c1cn(C(c2ccccc2)(c2ccccc2)c2ccccc2)cn1. Yields the product CC(C)C(O)(c1ccc2cc(OCOC(=O)C(C)(C)C)ccc2c1)c1cn(C(c2ccccc2)(c2ccccc2)c2ccccc2)cn1. RXN SMILES: [C:48]([C:49]([CH3:50])([CH3:51])[CH3:52])(=[O:53])[O:54][CH2:55][I:56].[CH3:57][CH2:58][O:59][C:60](=[O:61])[CH3:62].[H-:1].[Na+:2].[O:3]=[CH:4][N:5]([CH3:6])[CH3:7].[OH2:63].[OH:8][c:9]1[cH:10][c:11]2[cH:12][cH:13][c:14]([C:19]([CH:20]([CH3:21])[CH3:22])([OH:23])[c:24]3[n:25][cH:26][n:27]([C:29]([c:30]4[cH:31][cH:32][cH:33][cH:34][cH:35]4)([c:36]4[cH:37][cH:38][cH:39][cH:40][cH:41]4)[c:42]4[cH:43][cH:44][cH:45][cH:46][cH:47]4)[cH:28]3)[cH:15][c:16]2[cH:17][cH:18]1>>[O:8]([c:9]1[cH:10][c:11]2[cH:12][cH:13][c:14]([C:19]([CH:20]([CH3:21])[CH3:22])([OH:23])[c:24]3[n:25][cH:26][n:27]([C:29]([c:30]4[cH:31][cH:32][cH:33][cH:34][cH:35]4)([c:36]4[cH:37][cH:38][cH:39][cH:40][cH:41]4)[c:42]4[cH:43][cH:44][cH:45][cH:46][cH:47]4)[cH:28]3)[cH:15][c:16]2[cH:17][cH:18]1)[CH2:55][O:54][C:48]([C:49]([CH3:50])([CH3:51])[CH3:52])=[O:53]. Reactants: Cc1ccccc1, ClCCl, O, CC(NC(=O)Cc1ccc(C(C)(C)O)cc1)c1ccc(OCC(F)(F)F)cn1, Cc1ccc(S(=O)(=O)O)cc1. Product: C=C(C)c1ccc(CC(=O)NC(C)c2ccc(OCC(F)(F)F)cn2)cc1. RXN SMILES: [CH3:41][c:42]1[cH:43][cH:44][cH:45][cH:46][cH:47]1.[Cl:48][CH2:49][Cl:50].[OH2:29].[OH:1][C:2]([CH3:3])([CH3:4])[c:5]1[cH:6][cH:7][c:8]([CH2:11][C:12](=[O:13])[NH:14][CH:15]([CH3:16])[c:17]2[n:18][cH:19][c:20]([O:23][CH2:24][C:25]([F:26])([F:27])[F:28])[cH:21][cH:22]2)[cH:9][cH:10]1.[c:30]1([CH3:31])[cH:32][cH:33][c:34]([S:35]([OH:36])(=[O:37])=[O:38])[cH:39][cH:40]1>>[C:2](=[CH2:3])([CH3:4])[c:5]1[cH:6][cH:7][c:8]([CH2:11][C:12](=[O:13])[NH:14][CH:15]([CH3:16])[c:17]2[n:18][cH:19][c:20]([O:23][CH2:24][C:25]([F:26])([F:27])[F:28])[cH:21][cH:22]2)[cH:9][cH:10]1. Yields the product ClC1=C(C(=CC=C1)[N+](=O)[O-])CCOC(=O)OC[C@@H]1[C@H](C[C@@H](O1)N1C=NC=2C(NC(=O)OCCC3=CC=C(C=C3)[N+](=O)[O-])=NC=NC12)O (5'-O-(2-(2-chloro-6-nitrophenyl)ethoxycarbonyl)-N6 -(2-(4-nitrophenyl)ethoxycarbonyl)-2'-deoxyadenosine). RXN SMILES: [N+:1]([C:4]1[CH:9]=[CH:8][C:7]([CH2:10][CH2:11][O:12][C:13]([NH:15][C:16]2[C:17]3[N:18]=[CH:19][N:20]([C:29]=3[N:30]=[CH:31][N:32]=2)[C@@H:21]2[O:28][C@H:25]([CH2:26][OH:27])[C@@H:23]([OH:24])[CH2:22]2)=[O:14])=[CH:6][CH:5]=1)([O-:3])=[O:2].N1C=CC=CC=1.[Cl:39][C:40]1[CH:45]=[CH:44][CH:43]=[C:42]([N+:46]([O-:48])=[O:47])[C:41]=1[CH2:49][CH2:50][O:51][C:52](Cl)=[O:53].CC(O)C.N#N>C(Cl)Cl>[Cl:39][C:40]1[CH:45]=[CH:44][CH:43]=[C:42]([N+:46]([O-:48])=[O:47])[C:41]=1[CH2:49][CH2:50][O:51][C:52]([O:27][CH2:26][C@H:25]1[O:28][C@@H:21]([N:20]2[C:29]3[N:30]=[CH:31][N:32]=[C:16]([NH:15][C:13]([O:12][CH2:11][CH2:10][C:7]4[CH:8]=[CH:9][C:4]([N+:1]([O-:3])=[O:2])=[CH:5][CH:6]=4)=[O:14])[C:17]=3[N:18]=[CH:19]2)[CH2:22][C@@H:23]1[OH:24])=[O:53] |f:3.4|. Solvent: C(Cl)Cl (CH2Cl2), C(Cl)Cl (CH2Cl2). Yield: 83.2%. Reaction conditions: temperature -60 celsius. Starting materials: [N+](=O)([O-])C1=CC=C(C=C1)CCOC(=O)NC=1C=2N=CN([C@H]3C[C@H](O)[C@@H](CO)O3)C2N=CN1 (N6 -(2-(4-nitrophenyl)ethoxycarbonyl)-2'-deoxyadenosine), CC(C)O.N#N (i-PrOH N2), N1=CC=CC=C1 (pyridine), ClC1=C(C(=CC=C1)[N+](=O)[O-])CCOC(=O)Cl (2-(2-chloro-6-nitrophenyl)ethoxycarbonyl chloride). Procedure: N6 -(2-(4-nitrophenyl)ethoxycarbonyl)-2'-deoxyadenosine (5 g, 11.3 mmol) was co-evaporated with pyridine (2×60 ml, pro analysi quality, additionally dried over molecular sieve 4 Å), dissolved in pyridine (60 ml, see above) and cooled to -60° C. (i-PrOH/N2). A solution of 2-(2-chloro-6-nitrophenyl)ethoxycarbonyl chloride (4.17 g, 15.8 mmol) in CH2Cl2 (60 ml, dist. over CaH2) was added dropwise for 2 h. After it had been stirred another 2 h in conditions of i-PrOH/N2 cooling (-40° to -25° C.), the... Reactants: CC(C)(C)OC(=O)NC1CCCCC1C(=O)O, CN(C(=O)c1ccc(N2CCOCC2)cc1)C1CCNCC1c1ccc(Cl)c(Cl)c1, Cl. Yields the product CN(C(=O)c1ccc(N2CCOCC2)cc1)C1CCN(C(=O)C2CCCCC2NC(=O)OC(C)(C)C)CC1c1ccc(Cl)c(Cl)c1. As a reaction SMILES: [C:32]([CH3:33])([CH3:34])([CH3:35])[O:36][C:37](=[O:38])[NH:39][CH:40]1[CH:41]([C:46](=[O:47])[OH:48])[CH2:42][CH2:43][CH2:44][CH2:45]1.[Cl:2][c:3]1[cH:4][c:5]([CH:10]2[CH2:11][NH:12][CH2:13][CH2:14][CH:15]2[N:16]([C:17]([c:18]2[cH:19][cH:20][c:21]([N:24]3[CH2:25][CH2:26][O:27][CH2:28][CH2:29]3)[cH:22][cH:23]2)=[O:30])[CH3:31])[cH:6][cH:7][c:8]1[Cl:9].[ClH:1]>>[Cl:2][c:3]1[cH:4][c:5]([CH:10]2[CH2:11][N:12]([C:46]([CH:41]3[CH:40]([NH:39][C:37]([O:36][C:32]([CH3:33])([CH3:34])[CH3:35])=[O:38])[CH2:45][CH2:44][CH2:43][CH2:42]3)=[O:47])[CH2:13][CH2:14][CH:15]2[N:16]([C:17]([c:18]2[cH:19][cH:20][c:21]([N:24]3[CH2:25][CH2:26][O:27][CH2:28][CH2:29]3)[cH:22][cH:23]2)=[O:30])[CH3:31])[cH:6][cH:7][c:8]1[Cl:9]. Reactants: S(O)(O)(=O)=O (sulfuric acid), Cl.NC=1C=CC2=C(C(=CC(O2)(CF)CF)C(=O)OCC)C1 (ethyl 6-amino-2,2-bis(fluoromethyl)-2H-1-benzopyran-4-carboxylate hydrochloride), S(O)(O)(=O)=O (sulfuric acid), N(=O)[O-].[Na+] (sodium nitrite), cuprous chloride, Cl (HCl), Cl (HCl). The solvent is C(C)O (ethyl alcohol), O (H2O). Conditions: time 3 hour. Yields the product ClC=1C=CC2=C(C(=CC(O2)(CF)CF)C(=O)OCC)C1 (ethyl 6-chloro-2,2-bis(fluoromethyl)-2H-1-benzopyran-4-carboxylate). Isolated yield 18.0%. Reaction SMILES: [ClH:1].N[C:3]1[CH:4]=[CH:5][C:6]2[O:11][C:10]([CH2:14][F:15])([CH2:12][F:13])[CH:9]=[C:8]([C:16]([O:18][CH2:19][CH3:20])=[O:17])[C:7]=2[CH:21]=1.S(=O)(=O)(O)O.N([O-])=O.[Na+].Cl>C(O)C.O>[Cl:1][C:3]1[CH:4]=[CH:5][C:6]2[O:11][C:10]([CH2:14][F:15])([CH2:12][F:13])[CH:9]=[C:8]([C:16]([O:18][CH2:19][CH3:20])=[O:17])[C:7]=2[CH:21]=1 |f:0.1,3.4|. Procedure details: A mixture of 0.41 g of ethyl 6-amino-2,2-bis(fluoromethyl)-2H-1-benzopyran-4-carboxylate hydrochloride, 0.13 g of sulfuric acid, 0.10 g of sodium nitrite and 12 ml of H2O was stirred under ice-cooling for 1 hour. The reaction mixture was added dropwise to a mixture of 0.30 g of cuprous chloride and 10 ml of concentrated HCl under ice-cooling, then the mixture was stirred at room temperature for 3 hours followed by 3 hours at 70° C. with heating. Added 2N HCl to the reaction mixture and extracted... Starting materials: Clc1ncc(Br)c(Cl)n1, CCCC[Sn](CCCC)(CCCC)c1c(C)noc1C, CN(C)C=O, Cl[Pd]Cl, c1ccc(P(c2ccccc2)c2ccccc2)cc1, c1ccc(P(c2ccccc2)c2ccccc2)cc1. Yields the product Cc1noc(C)c1-c1nc(Cl)ncc1Br. RXN SMILES: [Br:1][c:2]1[c:3]([Cl:9])[n:4][c:5]([Cl:8])[n:6][cH:7]1.[CH3:10][c:11]1[n:12][o:13][c:14]([CH3:29])[c:15]1[Sn:16]([CH2:17][CH2:18][CH2:19][CH3:20])([CH2:21][CH2:22][CH2:23][CH3:24])[CH2:25][CH2:26][CH2:27][CH3:28].[O:30]=[CH:31][N:32]([CH3:33])[CH3:34].[Pd:35]([Cl:36])[Cl:37].[c:38]1([P:39]([c:40]2[cH:41][cH:42][cH:43][cH:44][cH:45]2)[c:46]2[cH:47][cH:48][cH:49][cH:50][cH:51]2)[cH:52][cH:53][cH:54][cH:55][cH:56]1.[c:57]1([P:58]([c:59]2[cH:60][cH:61][cH:62][cH:63][cH:64]2)[c:65]2[cH:66][cH:67][cH:68][cH:69][cH:70]2)[cH:71][cH:72][cH:73][cH:74][cH:75]1>>[Br:1][c:2]1[c:3](-[c:15]2[c:11]([CH3:10])[n:12][o:13][c:14]2[CH3:29])[n:4][c:5]([Cl:8])[n:6][cH:7]1.